This data is from the Open Reaction Database (ORD), a public repository of structured organic reaction records. The task is: describe an organic reaction: reactants, conditions, products, and yield Run in [Cl-].[Na+] (sodium chloride), CO (methanol), O1CCCC1 (tetrahydrofuran). Starting materials: [Si](C)(C)(C(C)(C)C)N1C(=C2C[C@H]3N(C[C@H](C=C3C=3C=CC=C1C32)NC(N(CC)CC)=O)C)C (3-[1-(tert-butyldimethylsilyl)-9,10-didehydro-2,6-dimethyl-8α-ergolinyl]-1,1-diethylurea), 14N potassium hydroxide. Reported procedure: Under argon, 183 mg (0.39 mmol) of 3-[1-(tert-butyldimethylsilyl)-9,10-didehydro-2,6-dimethyl-8α-ergolinyl]-1,1-diethylurea is dissolved in 5 ml of methanol with addition of 2 ml of tetrahydrofuran and stirred with 1 ml of 14N potassium hydroxide solution at room temperature for 17 hours. To work up the mixture, it is diluted with saturated sodium chloride solution and extracted with methylene chloride. The methylene chloride extracts are washed with saturated sodium chloride solution and water ... As a reaction SMILES: [Si]([N:8]1[C:22]2[C:23]3[C:10]([CH2:11][C@@H:12]4[C:17]([C:18]=3[CH:19]=[CH:20][CH:21]=2)=[CH:16][C@H:15]([NH:24][C:25](=[O:31])[N:26]([CH2:29][CH3:30])[CH2:27][CH3:28])[CH2:14][N:13]4[CH3:32])=[C:9]1[CH3:33])(C(C)(C)C)(C)C>CO.O1CCCC1.[Cl-].[Na+]>[CH3:33][C:9]1[NH:8][C:22]2[C:23]3[C:10]=1[CH2:11][C@@H:12]1[C:17]([C:18]=3[CH:19]=[CH:20][CH:21]=2)=[CH:16][C@H:15]([NH:24][C:25](=[O:31])[N:26]([CH2:29][CH3:30])[CH2:27][CH3:28])[CH2:14][N:13]1[CH3:32] |f:3.4|. Product: CC1=C2C[C@H]3N(C[C@H](C=C3C=3C=CC=C(N1)C32)NC(N(CC)CC)=O)C (3-(9,10-didehydro-2,6-dimethyl-8α-ergolinyl)-1,1-diethylurea). Isolated yield 68.4%. Reactants: C(#N)C=1C(=NN(N1)C)NC1=C(C=C(C=C1)F)[N+](=O)[O-] (5-cyano-2-methyl-4[4-fluoro-2-nitro-anilino]-1,2,3-triazole), stannous chloride, Cl (hydrochloric acid). The solvent is C(C)O (ethanol). The product is Cl.NC=1C=2C(NC3=C(N1)C=C(C=C3)F)=NN(N2)C (10-Amino-7-fluoro-2-methyl-2,4-dihydro-1,2,3-triazolo-[4,5-b][1,5]benzodiazepine hydrochloride). RXN SMILES: [C:1]([C:3]1[C:4]([NH:9][C:10]2[CH:15]=[CH:14][C:13]([F:16])=[CH:12][C:11]=2[N+:17]([O-])=O)=[N:5][N:6]([CH3:8])[N:7]=1)#[N:2].[ClH:20]>C(O)C>[ClH:20].[NH2:2][C:1]1[C:3]2[C:4](=[N:5][N:6]([CH3:8])[N:7]=2)[NH:9][C:10]2[CH:15]=[CH:14][C:13]([F:16])=[CH:12][C:11]=2[N:17]=1 |f:3.4|. Procedure: To a slurry of 5-cyano-2-methyl-4[4-fluoro-2-nitro-anilino]-1,2,3-triazole (2.62 g) in ethanol (25 ml) was added anhydrous stannous chloride (5.7 g) in concentrated hydrochloric acid (25 ml) and the solution heated at reflux for one hour, cooled and the resulting solid filtered to give a pale yellow crystalline solid; melting point 275° C. Reactants: CCO, [Cl-], [NH4+], [NH4+], [OH-], O=C1CSC(=S)N1, O=Cc1ccnc2ccccc12. Product: O=C1NC(=S)SC1=Cc1ccnc2ccccc12. Reaction SMILES: [CH3:24][CH2:25][OH:26].[Cl-:10].[NH4+:11].[NH4+:8].[OH-:9].[S:1]1[C:2](=[S:3])[NH:4][C:5](=[O:6])[CH2:7]1.[n:12]1[cH:13][cH:14][c:15]([CH:22]=[O:23])[c:16]2[cH:17][cH:18][cH:19][cH:20][c:21]12>>[S:1]1[C:2](=[S:3])[NH:4][C:5](=[O:6])[C:7]1=[CH:22][c:15]1[cH:14][cH:13][n:12][c:21]2[c:16]1[cH:17][cH:18][cH:19][cH:20]2. The reactants are C1(CCCCC1)CNC1=C(C=C(C(=O)N(CC(F)(F)F)CC(F)(F)F)C=C1)[N+](=O)[O-] (4-[(Cyclohexylmethyl)amino]-3-nitro-N,N-bis(2,2,2-trifluoroethyl)benzamide). The solvent is CCOC(=O)C (EtOAc), [Pd] (Pd/C). Reaction conditions: time 8 hour. The product is NC=1C=C(C(=O)N(CC(F)(F)F)CC(F)(F)F)C=CC1NCC1CCCCC1 (3-Amino-4-[(cyclohexylmethyl)amino]-N,N-bis(2,2,2-trifluoroethyl)benzamide). Reaction SMILES: [CH:1]1([CH2:7][NH:8][C:9]2[CH:27]=[CH:26][C:12]([C:13]([N:15]([CH2:21][C:22]([F:25])([F:24])[F:23])[CH2:16][C:17]([F:20])([F:19])[F:18])=[O:14])=[CH:11][C:10]=2[N+:28]([O-])=O)[CH2:6][CH2:5][CH2:4][CH2:3][CH2:2]1>CCOC(C)=O.[Pd]>[NH2:28][C:10]1[CH:11]=[C:12]([CH:26]=[CH:27][C:9]=1[NH:8][CH2:7][CH:1]1[CH2:6][CH2:5][CH2:4][CH2:3][CH2:2]1)[C:13]([N:15]([CH2:21][C:22]([F:23])([F:24])[F:25])[CH2:16][C:17]([F:19])([F:20])[F:18])=[O:14]. Procedure details: 4-[(Cyclohexylmethyl)amino]-3-nitro-N,N-bis(2,2,2-trifluoroethyl)benzamide (110 mg, 0.249 mmol) was dissolved in 15 mL of EtOAc containing a catalytic amount of 10% Pd/C. The solution was shaken in a Parr hydrogenation apparatus under H2 atmosphere (40 psi) overnight at rt. The solution was filtered through Celite and the solvent concentrated. The title product was used directly for the next step without further purification. Yield: 102 mg (99%). MS (ESI) (M+H)+ 411.9. Starting materials: OCC1OC(Sc2ccccc2)C(OCc2ccccc2)C(OCc2ccccc2)C1OCc1ccccc1, [H-], [N-]=[N+]=Nc1ccc(CBr)cc1Cl, [Na+], CN(C)C=O, O. Product: [N-]=[N+]=Nc1ccc(COCC2OC(Sc3ccccc3)C(OCc3ccccc3)C(OCc3ccccc3)C2OCc2ccccc2)cc1Cl. RXN SMILES: [CH2:1]([c:2]1[cH:3][cH:4][cH:5][cH:6][cH:7]1)[O:8][CH:9]1[CH:10]([S:11][c:12]2[cH:13][cH:14][cH:15][cH:16][cH:17]2)[O:18][CH:19]([CH2:38][OH:39])[CH:20]([O:30][CH2:31][c:32]2[cH:33][cH:34][cH:35][cH:36][cH:37]2)[CH:21]1[O:22][CH2:23][c:24]1[cH:25][cH:26][cH:27][cH:28][cH:29]1.[H-:40].[N:42](=[N+:43]=[N-:44])[c:45]1[c:46]([Cl:53])[cH:47][c:48]([CH2:49][Br:50])[cH:51][cH:52]1.[Na+:41].[O:55]=[CH:56][N:57]([CH3:58])[CH3:59].[OH2:54]>>[CH2:1]([c:2]1[cH:3][cH:4][cH:5][cH:6][cH:7]1)[O:8][CH:9]1[CH:10]([S:11][c:12]2[cH:13][cH:14][cH:15][cH:16][cH:17]2)[O:18][CH:19]([CH2:38][O:39][CH2:49][c:48]2[cH:47][c:46]([Cl:53])[c:45]([N:42]=[N+:43]=[N-:44])[cH:52][cH:51]2)[CH:20]([O:30][CH2:31][c:32]2[cH:33][cH:34][cH:35][cH:36][cH:37]2)[CH:21]1[O:22][CH2:23][c:24]1[cH:25][cH:26][cH:27][cH:28][cH:29]1. Starting materials: C([O-])([O-])=O.[Na+].[Na+] (sodium carbonate), O=C1CCC2=CC=C(C=C12)NS(=O)(=O)C1=C(C2=C(S1)C=CC(=C2)Cl)C (N-(3-oxo-2,3-dihydro-1H-inden-5-yl)-5-chloro-3-methylbenzo[b]thiophene-2-sulfonamide), CN1CCNCC1 (1-methylpiperazine), [BH4-].[Na+] (sodium borohydride). Reagents/catalysts: CC([O-])C.[Ti+4].CC([O-])C.CC([O-])C.CC([O-])C (titanium (IV) isopropoxide). Run in C(C)O (ethanol). Run at temperature 50 celsius. The product is CN1CCN(CC1)C1CCC2=CC=C(C=C12)NS(=O)(=O)C1=C(C2=C(S1)C=CC(=C2)Cl)C (N-[3-(4-methylpiperazin-1-yl)-2,3-dihydro-1H-inden-5-yl]-5-chloro-3-methylbenzo[b]thiophene-2-sulfonamide). RXN SMILES: O=[C:2]1[C:10]2[C:5](=[CH:6][CH:7]=[C:8]([NH:11][S:12]([C:15]3[S:19][C:18]4[CH:20]=[CH:21][C:22]([Cl:24])=[CH:23][C:17]=4[C:16]=3[CH3:25])(=[O:14])=[O:13])[CH:9]=2)[CH2:4][CH2:3]1.[CH3:26][N:27]1[CH2:32][CH2:31][NH:30][CH2:29][CH2:28]1.[BH4-].[Na+].C(=O)([O-])[O-].[Na+].[Na+]>C(O)C.CC(C)[O-].[Ti+4].CC(C)[O-].CC(C)[O-].CC(C)[O-]>[CH3:26][N:27]1[CH2:32][CH2:31][N:30]([CH:2]2[C:10]3[C:5](=[CH:6][CH:7]=[C:8]([NH:11][S:12]([C:15]4[S:19][C:18]5[CH:20]=[CH:21][C:22]([Cl:24])=[CH:23][C:17]=5[C:16]=4[CH3:25])(=[O:14])=[O:13])[CH:9]=3)[CH2:4][CH2:3]2)[CH2:29][CH2:28]1 |f:2.3,4.5.6,8.9.10.11.12|. Reported procedure: A mixture of N-(3-oxo-2,3-dihydro-1H-inden-5-yl)-5-chloro-3-methylbenzo[b]thiophene-2-sulfonamide (100 mg, 0.26 mmol), 1-methylpiperazine (0.28 ml, 2.6 mmol) and titanium (IV) isopropoxide (0.1 ml, 0.33 mmol) was heated at 50° C. for 30 min. The material was dissolved in ethanol and sodium borohydride (11 mg, 0.29 mmol) was added. After stirring at reflux for 3 hours, 2N sodium carbonate was added. The mixture was filtered and the filtrate was concentrated in vacuo. The resulting crude was purif... The reactants are COc1cc(OC)cc(N2Cc3cnc(S(C)=O)nc3NC2=O)c1, CN1CCN(CCCCCN)CC1. The product is COc1cc(OC)cc(N2Cc3cnc(NCCCCCN4CCN(C)CC4)nc3NC2=O)c1. RXN SMILES: [CH3:1][O:2][c:3]1[cH:4][c:5]([N:11]2[C:12](=[O:24])[NH:13][c:14]3[n:15][c:16]([S:21]([CH3:22])=[O:23])[n:17][cH:18][c:19]3[CH2:20]2)[cH:6][c:7]([O:9][CH3:10])[cH:8]1.[CH3:25][N:26]1[CH2:27][CH2:28][N:29]([CH2:32][CH2:33][CH2:34][CH2:35][CH2:36][NH2:37])[CH2:30][CH2:31]1>>[CH3:1][O:2][c:3]1[cH:4][c:5]([N:11]2[C:12](=[O:24])[NH:13][c:14]3[n:15][c:16]([NH:37][CH2:36][CH2:35][CH2:34][CH2:33][CH2:32][N:29]4[CH2:28][CH2:27][N:26]([CH3:25])[CH2:31][CH2:30]4)[n:17][cH:18][c:19]3[CH2:20]2)[cH:6][c:7]([O:9][CH3:10])[cH:8]1.